Dataset: the Open Reaction Database (ORD), a public repository of structured organic reaction records. Task: describe an organic reaction: reactants, conditions, products, and yield Reactants: CC1=C(C(=O)Cl)C=CC(=C1)C(=O)Cl (monomethyl terephthaloyl chloride), C(C1=CC=C(C(=O)[O-])C=C1)(=O)OCCC.[K+] (potassium monopropyl terephthalate), S(=O)(Cl)Cl (thionyl chloride). Run in C1(=CC=CC=C1)C (toluene). Product: C(CC)C1=C(C(=O)Cl)C=CC(=C1)C(=O)Cl (Monopropyl Terephthaloyl Chloride). As a reaction SMILES: [CH3:1][C:2]1[CH:10]=[C:9]([C:11]([Cl:13])=[O:12])[CH:8]=[CH:7][C:3]=1[C:4]([Cl:6])=[O:5].[C:14](OCCC)(=O)[C:15]1C=CC(C([O-])=O)=CC=1.[K+].S(Cl)(Cl)=O>C1(C)C=CC=CC=1>[CH2:1]([C:2]1[CH:10]=[C:9]([C:11]([Cl:13])=[O:12])[CH:8]=[CH:7][C:3]=1[C:4]([Cl:6])=[O:5])[CH2:14][CH3:15] |f:1.2|. Reported procedure: This compound was prepared by the procedure described for monomethyl terephthaloyl chloride. Typical reagent levels were as follows: potassium monopropyl terephthalate (49.0g, 0.20 mole), thionyl chloride (29.8g, 0.25 mole) and 100 ml of toluene. The product was used without further purification. Reactants: O=C(Cl)c1ccccc1, O=C([O-])O, COC(=O)C(Cc1cc(Cl)c(OCCCN)c(Cl)c1)NC(=O)C(F)(F)F, CCOC(C)=O, Cl, [Na+]. Product: COC(=O)C(Cc1cc(Cl)c(OCCCNC(=O)c2ccccc2)c(Cl)c1)NC(=O)C(F)(F)F. RXN SMILES: [C:1]([c:2]1[cH:3][cH:4][cH:5][cH:6][cH:7]1)(=[O:8])[Cl:9].[C:37](=[O:38])([OH:39])[O-:40].[CH3:11][O:12][C:13]([CH:14]([NH:15][C:16]([C:17]([F:18])([F:19])[F:20])=[O:21])[CH2:22][c:23]1[cH:24][c:25]([Cl:35])[c:26]([O:30][CH2:31][CH2:32][CH2:33][NH2:34])[c:27]([Cl:29])[cH:28]1)=[O:36].[CH3:42][CH2:43][O:44][C:45](=[O:46])[CH3:47].[ClH:10].[Na+:41]>>[C:1]([c:2]1[cH:3][cH:4][cH:5][cH:6][cH:7]1)(=[O:8])[NH:34][CH2:33][CH2:32][CH2:31][O:30][c:26]1[c:25]([Cl:35])[cH:24][c:23]([CH2:22][CH:14]([C:13]([O:12][CH3:11])=[O:36])[NH:15][C:16]([C:17]([F:18])([F:19])[F:20])=[O:21])[cH:28][c:27]1[Cl:29].